This data is from the Open Reaction Database (ORD), a public repository of structured organic reaction records. The task is: describe an organic reaction: reactants, conditions, products, and yield The reactants are OC1=C2N(C3=CC=CC=C3N1)C(N(C2=O)C2=CC=C(C=C2)OCC)=O (4-Hydroxy-2-(4-ethoxyphenyl)-imidazo[1,5,a]-quinoxaline-1,3(2H,5H)-dione), P(=O)(Cl)(Cl)Cl (phosphorous oxychloride). The product is ClC1=C2N(C3=CC=CC=C3N1)C(N(C2=O)C2=CC=C(C=C2)OCC)=O (4-Chloro-2-(4-ethoxyphenyl)-imidazo[1,5,a]quinoxaline-1,3(2H,5H)-dione). RXN SMILES: O[C:2]1[NH:11][C:10]2[C:5](=[CH:6][CH:7]=[CH:8][CH:9]=2)[N:4]2[C:12](=[O:25])[N:13]([C:16]3[CH:21]=[CH:20][C:19]([O:22][CH2:23][CH3:24])=[CH:18][CH:17]=3)[C:14](=[O:15])[C:3]=12.P(Cl)(Cl)([Cl:28])=O>>[Cl:28][C:2]1[NH:11][C:10]2[C:5](=[CH:6][CH:7]=[CH:8][CH:9]=2)[N:4]2[C:12](=[O:25])[N:13]([C:16]3[CH:21]=[CH:20][C:19]([O:22][CH2:23][CH3:24])=[CH:18][CH:17]=3)[C:14](=[O:15])[C:3]=12. Procedure: A solution of 4-Hydroxy-2-(4-ethoxyphenyl)-imidazo[1,5,a]-quinoxaline-1,3(2H,5H)-dione (3.2 g) in phosphorous oxychloride (40 mL) was refluxed for 16 h. The solvent was removed in vacuo and water (15 mL) was added. The pH was adjusted to 7.0 using ammonium hydroxide and this resulting solid was filtered and dried to yield 4-Chloro-2-(4-ethoxyphenyl)-imidazo[1,5,a]quinoxaline-1,3(2H,5H)-dione (Compound 36). Starting materials: S1C(=CC=C1)C1=C2C(=NC=C1)N(C=N2)[C@H]2[C@H](O)[C@H](O)[C@H](O2)COC(C2=CC=C(C=C2)OC)(C2=CC=C(C=C2)OC)C2=CC=CC=C2 (7-(2-Thienyl)-3-[5-O-(4,4′-dimethoxytrityl)-β-D-ribofuranosyl]-3H-imidazo[4,5-b]pyridine), C(C)(=O)OC(C)=O (acetic anhydride), C(=O)(O)[O-].[Na+] (NaHCO3), C(C)(=O)OCC (ethyl acetate). The solvent is N1=CC=CC=C1 (pyridine), N1=CC=CC=C1 (pyridine). Conditions: time 7 hour. Yields the product S1C(=CC=C1)C1=C2C(=NC=C1)N(C=N2)[C@H]2[C@H](OC(C)=O)[C@H](OC(C)=O)[C@H](O2)CO (7-(2-Thienyl)-3-(2,3-di-O-acetyl-β-D-ribofuranosyl)-3H-imidazo[4,5-b]pyridine). Isolated yield 93.0%. RXN SMILES: [S:1]1[CH:5]=[CH:4][CH:3]=[C:2]1[C:6]1[CH:11]=[CH:10][N:9]=[C:8]2[N:12]([C@@H:15]3[O:21][C@H:20]([CH2:22][O:23]C(C4C=CC=CC=4)(C4C=CC(OC)=CC=4)C4C=CC(OC)=CC=4)[C@@H:18]([OH:19])[C@H:16]3[OH:17])[CH:13]=[N:14][C:7]=12.[C:47](OC(=O)C)(=[O:49])[CH3:48].C([O-])(O)=O.[Na+].[C:59](OCC)(=[O:61])[CH3:60]>N1C=CC=CC=1>[S:1]1[CH:5]=[CH:4][CH:3]=[C:2]1[C:6]1[CH:11]=[CH:10][N:9]=[C:8]2[N:12]([C@@H:15]3[O:21][C@H:20]([CH2:22][OH:23])[C@@H:18]([O:19][C:59](=[O:61])[CH3:60])[C@H:16]3[O:17][C:47](=[O:49])[CH3:48])[CH:13]=[N:14][C:7]=12 |f:2.3|. Reported procedure: Compound 12 (120 mg, 0.19 mmol) was azeotroped three times with anhydrous pyridine. This was dissolved in anhydrous pyridine (1.9 ml), and 72 μl (0.76 mmol) of acetic anhydride was further added thereto. This mixture was stirred at room temperature for 7 hours and poured into 5% NaHCO3 (50 ml) and ethyl acetate (50 ml). The organic layer was washed once with saturated aqueous sodium chloride, dried over Na2SO4, and then evaporated under reduced pressure to remove the solvent. The residue was aze... Reactants: FC1=NC=CC=C1C1CCNCC1 (4-(2-fluoropyrid-3-yl)piperidine), ClC=1C=C(C=CC1Cl)[C@@H](CN(C(C1=CC=CC=C1)=O)C)CC=O ((S)-N-[2-(3,4-dichlorophenyl)-4-oxobutyl]-N-methylbenzamide). RXN SMILES: [F:1][C:2]1[C:7]([CH:8]2[CH2:13][CH2:12][NH:11][CH2:10][CH2:9]2)=[CH:6][CH:5]=[CH:4][N:3]=1.[Cl:14][C:15]1[CH:16]=[C:17]([C@H:22]([CH2:34][CH:35]=O)[CH2:23][N:24]([CH3:33])[C:25](=[O:32])[C:26]2[CH:31]=[CH:30][CH:29]=[CH:28][CH:27]=2)[CH:18]=[CH:19][C:20]=1[Cl:21]>>[ClH:14].[Cl:14][C:15]1[CH:16]=[C:17]([C@H:22]([CH2:34][CH2:35][N:11]2[CH2:12][CH2:13][CH:8]([C:7]3[C:2]([F:1])=[N:3][CH:4]=[CH:5][CH:6]=3)[CH2:9][CH2:10]2)[CH2:23][N:24]([CH3:33])[C:25](=[O:32])[C:26]2[CH:27]=[CH:28][CH:29]=[CH:30][CH:31]=2)[CH:18]=[CH:19][C:20]=1[Cl:21] |f:2.3|. Procedure: Using a procedure similar to that described in Example 1 (alternative preparation), except using 4-(2-fluoropyrid-3-yl)piperidine and (S)-N-[2-(3,4-dichlorophenyl)-4-oxobutyl]-N-methylbenzamide, the title compound was prepared. Conversion to the hydrochloride salt gave a white solid; mp 74°-95° C.; MS: 514; NMR (CD3OD): 1.9-2.3 (b, 6), 2.7-3.2 (m, 9), 3.4-3.9 (m, 4), 7.0-7.2 (m, 3), 7.3-7.4 (m, 5), 7.6 (m, 2), 7.8-7.9 (t, J=8, 1), 8.1 (d, J=4, 1). Analysis for C28H30Cl2FN3O·1.0 HCl·0.5 H2O: Calc... Yields the product Cl.ClC=1C=C(C=CC1Cl)[C@@H](CN(C(C1=CC=CC=C1)=O)C)CCN1CCC(CC1)C=1C(=NC=CC1)F ((S) -N-[2-(3,4-Dichlorophenyl)-4-[4-(2-fluoropyrid-3-yl)piperidino]butyl]-N-methylbenzamide hydrochloride), hydrochloride salt. Reactants: C(C1=CC=CC=C1)Cl (Benzyl chloride), C([O-])([O-])=O.[K+].[K+] (potassium carbonate), N1CC(CCC1)C(=O)OCC (ethyl 3-piperidinecarboxylate). The solvent is CN(C=O)C (N,N-dimethylformamide). Reaction conditions: temperature 100 celsius, time 10 hour. The product is C(C1=CC=CC=C1)N1CC(CCC1)C(=O)OCC (ethyl 1-benzyl-3-piperidinecarboxylate). The yield is 75.3%. As a reaction SMILES: [CH2:1](Cl)[C:2]1[CH:7]=[CH:6][CH:5]=[CH:4][CH:3]=1.C(=O)([O-])[O-].[K+].[K+].[NH:15]1[CH2:20][CH2:19][CH2:18][CH:17]([C:21]([O:23][CH2:24][CH3:25])=[O:22])[CH2:16]1>CN(C)C=O>[CH2:1]([N:15]1[CH2:20][CH2:19][CH2:18][CH:17]([C:21]([O:23][CH2:24][CH3:25])=[O:22])[CH2:16]1)[C:2]1[CH:7]=[CH:6][CH:5]=[CH:4][CH:3]=1 |f:1.2.3|. Procedure details: Benzyl chloride (5.5 ml, 47.8 mmol) and potassium carbonate (8.3 g, 60.1 mmol) were added to a solution of ethyl 3-piperidinecarboxylate (6.55 g, 40.0 mmol) in N,N-dimethylformamide (20 ml), and the resulting mixture was stirred at 100° C. for 10 hours. After completion of the reaction, the reaction solution was filtered and the filtrate was subjected to azeotropic concentration with toluene. The resulting residue was purified by a silica gel column chromatography (eluent: n-hexane/ethyl acetate...